Dataset: the Open Reaction Database (ORD), a public repository of structured organic reaction records. Task: describe an organic reaction: reactants, conditions, products, and yield The reactants are C1COCCO1, CS(=O)(=O)c1ccc(-n2nccc2CN=[N+]=[N-])cc1, O, c1ccc(P(c2ccccc2)c2ccccc2)cc1. Yields the product CS(=O)(=O)c1ccc(-n2nccc2CN)cc1. As a reaction SMILES: [CH2:40]1[O:41][CH2:42][CH2:43][O:44][CH2:45]1.[N:1](=[N+:2]=[N-:3])[CH2:4][c:5]1[cH:6][cH:7][n:8][n:9]1-[c:10]1[cH:11][cH:12][c:13]([S:16](=[O:17])(=[O:18])[CH3:19])[cH:14][cH:15]1.[OH2:20].[c:21]1([P:22]([c:23]2[cH:24][cH:25][cH:26][cH:27][cH:28]2)[c:29]2[cH:30][cH:31][cH:32][cH:33][cH:34]2)[cH:35][cH:36][cH:37][cH:38][cH:39]1>>[NH2:1][CH2:4][c:5]1[cH:6][cH:7][n:8][n:9]1-[c:10]1[cH:11][cH:12][c:13]([S:16](=[O:17])(=[O:18])[CH3:19])[cH:14][cH:15]1. Starting materials: [OH-].[Na+] (sodium hydroxide), Cl (hydrochloric acid), COC(C1=C(C=CC=C1)NCC1=CC(=NC=C1)Br)=O (2-[(2-bromo-pyridin-4-ylmethyl)-amino]-benzoic acid methyl ester), C(C)(=O)OCC (ethyl acetate). The solvent is C(C)O (ethanol), C(C)O (ethanol). Conditions: time 8 hour. The product is BrC1=NC=CC(=C1)CNC1=C(C(=O)O)C=CC=C1 (2-[(2-Bromo-pyridin-4-ylmethyl)-amino]-benzoic Acid). As a reaction SMILES: C[O:2][C:3](=[O:19])[C:4]1[CH:9]=[CH:8][CH:7]=[CH:6][C:5]=1[NH:10][CH2:11][C:12]1[CH:17]=[CH:16][N:15]=[C:14]([Br:18])[CH:13]=1.[OH-].[Na+].C(OCC)(=O)C.Cl>C(O)C>[Br:18][C:14]1[CH:13]=[C:12]([CH2:11][NH:10][C:5]2[CH:6]=[CH:7][CH:8]=[CH:9][C:4]=2[C:3]([OH:19])=[O:2])[CH:17]=[CH:16][N:15]=1 |f:1.2|. Procedure details: 10.0 g (31.2 mmol) of 2-[(2-bromo-pyridin-4-ylmethyl)-amino]-benzoic acid methyl ester is dissolved in 290 ml of ethanol and mixed with 31.2 ml of 2 M sodium hydroxide solution. After having been stirred overnight at room temperature, the ethanol is drawn off, and the aqueous phase is shaken out with ethyl acetate. The aqueous phase is acidified with concentrated hydrochloric acid. The precipitate that is formed is suctioned off and dried. 5.93 g (62%) of 2-[(2-bromo-pyridin-4-ylmethyl)-amino]-b...